This data is from the Open Reaction Database (ORD), a public repository of structured organic reaction records. The task is: describe an organic reaction: reactants, conditions, products, and yield Reactants: ClCCl, CCOC(C)=O, [Na+], [Na+], O, CCCc1c(Cc2ccc(-c3ccccc3C#N)cc2)c(=O)n(-c2ccc(OC(C)(C)CO)cc2)c2ncnn12, O=S([O-])([O-])=S. The product is CCCc1c(Cc2ccc(-c3ccccc3C#N)cc2)c(=O)n(-c2ccc(OC(C)(C)C=O)cc2)c2ncnn12. As a reaction SMILES: [CH2:55]([Cl:56])[Cl:57].[CH3:41][CH2:42][O:43][C:44](=[O:45])[CH3:46].[Na+:53].[Na+:54].[OH2:47].[OH:1][CH2:2][C:3]([O:4][c:5]1[cH:6][cH:7][c:8](-[n:11]2[c:12]3[n:13]([c:14]([CH2:33][CH2:34][CH3:35])[c:15]([CH2:18][c:19]4[cH:20][cH:21][c:22](-[c:25]5[c:26]([C:31]#[N:32])[cH:27][cH:28][cH:29][cH:30]5)[cH:23][cH:24]4)[c:16]2=[O:17])[n:36][cH:37][n:38]3)[cH:9][cH:10]1)([CH3:39])[CH3:40].[S:48]([O-:49])([O-:50])(=[O:51])=[S:52]>>[O:1]=[CH:2][C:3]([O:4][c:5]1[cH:6][cH:7][c:8](-[n:11]2[c:12]3[n:13]([c:14]([CH2:33][CH2:34][CH3:35])[c:15]([CH2:18][c:19]4[cH:20][cH:21][c:22](-[c:25]5[c:26]([C:31]#[N:32])[cH:27][cH:28][cH:29][cH:30]5)[cH:23][cH:24]4)[c:16]2=[O:17])[n:36][cH:37][n:38]3)[cH:9][cH:10]1)([CH3:39])[CH3:40].